This data is from the Open Reaction Database (ORD), a public repository of structured organic reaction records. The task is: describe an organic reaction: reactants, conditions, products, and yield Starting materials: C(CCCCCCC)NC(C(O)C)=O (N-octyllactamide), [OH-].[K+] (KOH), C1CO1 (ethylene oxide), C(CCCCCCC)C(C(=O)N)(O)C (octyllactamide), C(C(O)C)(=O)O (lactic acid). Product: C(CCCCCCC)CC(C(=O)N)O (3-octyllactamide). Reaction SMILES: [CH2:1](NC(=O)C(C)O)CCCCCCC.[OH-].[K+].C(O)(=O)C(C)O.C1OC1.[CH2:26]([C:34](C)([OH:38])[C:35]([NH2:37])=[O:36])[CH2:27][CH2:28][CH2:29][CH2:30][CH2:31][CH2:32][CH3:33]>>[CH2:27]([CH2:26][CH:34]([OH:38])[C:35]([NH2:37])=[O:36])[CH2:28][CH2:29][CH2:30][CH2:31][CH2:32][CH2:33][CH3:1] |f:1.2|. Reported procedure: 100 g of N-octyllactamide were admixed with 1 g of 45% KOH in a pressurized reactor and dried for one hour at 115° C. and reduced pressure. Then, at 130° C., 3 mol equivalents of ethylene oxide were metered in over 40 minutes and the product was kept for a further 45 minutes at this temperature for a post reaction time. After cooling to room temperature, the mixture was neutralized with lactic acid. The product was obtained in the form of a clear, brownish liquid. Using 1H-NMR analysis, an addit...